Dataset: the Open Reaction Database (ORD), a public repository of structured organic reaction records. Task: describe an organic reaction: reactants, conditions, products, and yield RXN SMILES: [C:1]1([C@H:7]([N:9]2[CH2:15][CH2:14][CH:13]([C:16]3[CH:24]=[CH:23][C:19]([C:20]([NH2:22])=[O:21])=[CH:18][CH:17]=3)[O:12][CH2:11][CH2:10]2)[CH3:8])[CH:6]=[CH:5][CH:4]=[CH:3][CH:2]=1.[OH-].[Na+].Cl.[NH2:28]O.[C:30](O)(=O)[CH3:31]>COC(OC)(N(C)C)C.O>[CH3:31][C:30]1[N:22]=[C:20]([C:19]2[CH:18]=[CH:17][C:16]([CH:13]3[O:12][CH2:11][CH2:10][N:9]([C@@H:7]([C:1]4[CH:2]=[CH:3][CH:4]=[CH:5][CH:6]=4)[CH3:8])[CH2:15][CH2:14]3)=[CH:24][CH:23]=2)[O:21][N:28]=1 |f:1.2,3.4|. Procedure: 4-[4-((R)-1-Phenyl-ethyl)-[1,4]oxazepan-7-yl]-benzamide (diastereomer type A) (0.28 g, 0.86 mmol) was dissolved in N,N-dimethylacetamide dimethyl acetal (1 mL) and the solution was stirred for one hour at 110° C. The mixture was concentrated and then the residue was dissolved in 1,4-dioxane (2 mL). To the solution was added 1N sodium hydroxide aqueous solution (1 mL), hydroxylamine hydrochloride (0.06 g, 0.86 mmol) and acetic acid (2 mL) and the mixture was refluxed for one hour. After cooling t... Reactants: [OH-].[Na+] (sodium hydroxide), Cl.NO (hydroxylamine hydrochloride), C(C)(=O)O (acetic acid), C1(=CC=CC=C1)[C@@H](C)N1CCOC(CC1)C1=CC=C(C(=O)N)C=C1 (4-[4-((R)-1-Phenyl-ethyl)-[1,4]oxazepan-7-yl]-benzamide). Run at temperature 110 celsius, time 1 hour. Product: CC1=NOC(=N1)C1=CC=C(C=C1)C1CCN(CCO1)[C@H](C)C1=CC=CC=C1 (7-[4-(3-methyl-[1,2,4]oxadiazol-5-yl)-phenyl]-4-((R)-1-phenyl-ethyl)-[1,4]oxazepane). Run in COC(C)(N(C)C)OC (N,N-dimethylacetamide dimethyl acetal), O (water). Reactants: [Al+3], O=C1COCC2(CC2)N1Cc1ccccc1, [F-], [H-], [H-], [H-], [H-], [Li+], [Na+], C1CCOC1, O. Product: c1ccc(CN2CCOCC23CC3)cc1. Reaction SMILES: [Al+3:18].[CH2:1]([c:2]1[cH:3][cH:4][cH:5][cH:6][cH:7]1)[N:8]1[C:9]2([CH2:10][CH2:11]2)[CH2:12][O:13][CH2:14][C:15]1=[O:16].[F-:23].[H-:17].[H-:20].[H-:21].[H-:22].[Li+:19].[Na+:24].[O:26]1[CH2:27][CH2:28][CH2:29][CH2:30]1.[OH2:25]>>[CH2:1]([c:2]1[cH:3][cH:4][cH:5][cH:6][cH:7]1)[N:8]1[C:9]2([CH2:10][CH2:11]2)[CH2:12][O:13][CH2:14][CH2:15]1. The reactants are resultant mixture, CS(=O)(=O)Cl (Methanesulfonyl chloride), NC=1C=C(C=CC1)C1NC2=CC=C(C=C2C(C1)(C)C)C#N (2-(3-amino-phenyl)-4,4-dimethyl-1,2,3,4-tetrahydro-quinoline-6-carbonitrile), N1=CC=CC=C1 (pyridine). The solvent is ClCCl (dichloromethane). Conditions: time 8 hour. The product is C(#N)C=1C=C2C(CC(NC2=CC1)C=1C=C(C=CC1)NS(=O)(=O)C)(C)C (N-[3-(6-cyano-4,4-dimethyl-1,2,3,4-tetrahydro-quinolin-2-yl)-phenyl]-methanesulfonamide). Isolated yield 52.1%. As a reaction SMILES: [CH3:1][S:2](Cl)(=[O:4])=[O:3].[NH2:6][C:7]1[CH:8]=[C:9]([CH:13]2[CH2:22][C:21]([CH3:24])([CH3:23])[C:20]3[C:15](=[CH:16][CH:17]=[C:18]([C:25]#[N:26])[CH:19]=3)[NH:14]2)[CH:10]=[CH:11][CH:12]=1.N1C=CC=CC=1>ClCCl>[C:25]([C:18]1[CH:19]=[C:20]2[C:15](=[CH:16][CH:17]=1)[NH:14][CH:13]([C:9]1[CH:8]=[C:7]([NH:6][S:2]([CH3:1])(=[O:4])=[O:3])[CH:12]=[CH:11][CH:10]=1)[CH2:22][C:21]2([CH3:24])[CH3:23])#[N:26]. Reported procedure: Methanesulfonyl chloride (93 mg, 0.81 mmol) was added dropwise to a mixture of 2-(3-amino-phenyl)-4,4-dimethyl-1,2,3,4-tetrahydro-quinoline-6-carbonitrile (150 mg, 0.54 mmol) and pyridine (77 mg, 0.97 mmol) in dichloromethane (5 mL). The resultant mixture was allowed to stir overnight. The reaction mixture was washed by water, dried over magnesium sulfate. It was filtered and concentrated to provide the crude product. It was purified by column chromatography (silica gel, petroleum ether:ethyl ac... Reactants: B(O)O (boronic acid), ClC1=NC(=NC=C1I)N (4-chloro-5-iodopyrimidin-2-amine), N1=CC(=CC=C1)B(O)O (pyridin-3-ylboronic acid), C(=O)([O-])[O-].[Na+].[Na+] (Na2CO3), amine. The reagents and catalysts are C=1C=CC(=CC1)[P](C=2C=CC=CC2)(C=3C=CC=CC3)[Pd]([P](C=4C=CC=CC4)(C=5C=CC=CC5)C=6C=CC=CC6)([P](C=7C=CC=CC7)(C=8C=CC=CC8)C=9C=CC=CC9)[P](C=1C=CC=CC1)(C=1C=CC=CC1)C=1C=CC=CC1 (Pd(Ph3P)4). Solvent: O1CCOCC1 (dioxane). Run at temperature 90 celsius, time 2 hour. Product: ClC1=NC(=NC=C1C=1C=NC=CC1)N (4-Chloro-5-(pyridin-3-yl)pyrimidin-2-amine). RXN SMILES: [Cl:1][C:2]1[C:7](I)=[CH:6][N:5]=[C:4]([NH2:9])[N:3]=1.[N:10]1[CH:15]=[CH:14][CH:13]=[C:12](B(O)O)[CH:11]=1.B(O)O.C([O-])([O-])=O.[Na+].[Na+]>O1CCOCC1.C1C=CC([P]([Pd]([P](C2C=CC=CC=2)(C2C=CC=CC=2)C2C=CC=CC=2)([P](C2C=CC=CC=2)(C2C=CC=CC=2)C2C=CC=CC=2)[P](C2C=CC=CC=2)(C2C=CC=CC=2)C2C=CC=CC=2)(C2C=CC=CC=2)C2C=CC=CC=2)=CC=1>[Cl:1][C:2]1[C:7]([C:12]2[CH:11]=[N:10][CH:15]=[CH:14][CH:13]=2)=[CH:6][N:5]=[C:4]([NH2:9])[N:3]=1 |f:3.4.5,^1:37,39,58,77|. Reported procedure: 4-Chloro-5-(pyridin-3-yl)pyrimidin-2-amine 131 was prepared from the coupling of 4-chloro-5-iodopyrimidin-2-amine with pyridin-3-ylboronic acid as follows: the amine (150 mg, 0.587 mmol), and the boronic acid (144 mg, 1.174 mmol) were suspended in dioxane (2.5 mL) and Na2CO3 (783 μA, 1.174 mmol) The mixture was bubbled with Ar for 5 min then charged with Pd(Ph3P)4 (136 mg, 0.117 mmol). The mixture was stirred at 90° C. for 2 h, then cooled to room temperature. The mixture was partitioned between...